Dataset: the Open Reaction Database (ORD), a public repository of structured organic reaction records. Task: describe an organic reaction: reactants, conditions, products, and yield Starting materials: N#CCCCCCCCC(=O)O, CC(C)O, N. The product is NCCCCCCCCC(=O)O. RXN SMILES: [C:1](#[N:2])[CH2:3][CH2:4][CH2:5][CH2:6][CH2:7][CH2:8][CH2:9][C:10](=[O:11])[OH:12].[CH:13]([OH:14])([CH3:15])[CH3:16].[NH3:17]>>[CH2:1]([NH2:2])[CH2:3][CH2:4][CH2:5][CH2:6][CH2:7][CH2:8][CH2:9][C:10](=[O:11])[OH:12].